From a dataset of the Open Reaction Database (ORD), a public repository of structured organic reaction records. describe an organic reaction: reactants, conditions, products, and yield The reactants are S(O)(O)(=O)=O (sulphuric acid), C([O-])([O-])=O.[K+].[K+] (potassium carbonate), NC1=CC=C(C2=C1OCCO2)C(=O)OC (methyl 8-amino-1,4-benzodioxan-5-carboxylate), [N+](=O)([O-])[O-].[K+] (potassium nitrate). The solvent is O (water), C(C)(=O)O (acetic acid). Conditions: time 1 hour. Yields the product NC1=C(C=C(C2=C1OCCO2)C(=O)OC)[N+](=O)[O-] (methyl 8-amino-7-nitro-1,4-benzodioxan-5-carboxylate). Yield: 16.4%. As a reaction SMILES: S(=O)(=O)(O)O.[NH2:6][C:7]1[C:12]2[O:13][CH2:14][CH2:15][O:16][C:11]=2[C:10]([C:17]([O:19][CH3:20])=[O:18])=[CH:9][CH:8]=1.[N+:21]([O-])([O-:23])=[O:22].[K+].C(=O)([O-])[O-].[K+].[K+]>O.C(O)(=O)C>[NH2:6][C:7]1[C:12]2[O:13][CH2:14][CH2:15][O:16][C:11]=2[C:10]([C:17]([O:19][CH3:20])=[O:18])=[CH:9][C:8]=1[N+:21]([O-:23])=[O:22] |f:2.3,4.5.6|. Reported procedure: Concentrated sulphuric acid (6.5 ml) was treated cautiously with stirring at 5°-10° C. with glacial acetic acid (12 ml) and to the resulting solution was added methyl 8-amino-1,4-benzodioxan-5-carboxylate (1.5 g, 0.0072 mole). The mixture was stirred at room temperature for 1 h, then treated portionwise over 45 minutes with potassium nitrate (0.85 g, 0.0084 mole). The mixture was stirred for a further 4 h then poured into water (100 ml) and basified with potassium carbonate. A precipitate was pr... Starting materials: NC1=NC(=CC(=N1)C1=CC(=C(C#N)C=C1)F)N1[C@@H](COCC1)CC (4-{2-amino-6-[(3R)-3-ethyl-4-morpholinyl]-4-pyrimidinyl}-2-fluorobenzonitrile), O.NN (hydrazine monohydrate), ClC1=NC(=NC(=C1)N1[C@@H](COCC1)CC)N (4-chloro-6-[(3R)-3-ethyl-4-morpholinyl]-2-pyrimidinamine), C1(=CC=CC=C1)P(C1=CC=CC=C1)(C1=CC=CC=C1)=O (triphenylphosphine oxide), C(#N)C1=C(C=C(C=C1)B(O)O)F ((4-cyano-3-fluorophenyl)boronic acid), C(=O)(O)[O-].[Na+] (NaHCO3). The reagents and catalysts are C=1C=CC(=CC1)[P](C=2C=CC=CC2)(C=3C=CC=CC3)[Pd]([P](C=4C=CC=CC4)(C=5C=CC=CC5)C=6C=CC=CC6)([P](C=7C=CC=CC7)(C=8C=CC=CC8)C=9C=CC=CC9)[P](C=1C=CC=CC1)(C=1C=CC=CC1)C=1C=CC=CC1 (Pd(Ph3P)4). Run in CCO (EtOH), O1CCOCC1 (1,4-dioxane). Run at temperature 100 celsius, time 3 hour. The product is NC1=NC(=CC(=N1)C1=CC=C2C(=NNC2=C1)N)N1[C@@H](COCC1)CC (6-{2-Amino-6-[(3R)-3-ethyl-4-morpholinyl]-4-pyrimidinyl}-1H-indazol-3-amine). As a reaction SMILES: ClC1C=C(N2CCOC[C@H]2CC)N=C(N)N=1.C(C1C=CC(B(O)O)=CC=1F)#N.C([O-])(O)=O.[Na+].C1(P(=O)(C2C=CC=CC=2)C2C=CC=CC=2)C=CC=CC=1.[NH2:54][C:55]1[N:60]=[C:59]([C:61]2[CH:68]=[CH:67][C:64]([C:65]#[N:66])=[C:63](F)[CH:62]=2)[CH:58]=[C:57]([N:70]2[CH2:75][CH2:74]O[CH2:72][C@H:71]2[CH2:76][CH3:77])[N:56]=1.[OH2:78].[NH2:79][NH2:80]>O1CCOCC1.CCO.C1C=CC([P]([Pd]([P](C2C=CC=CC=2)(C2C=CC=CC=2)C2C=CC=CC=2)([P](C2C=CC=CC=2)(C2C=CC=CC=2)C2C=CC=CC=2)[P](C2C=CC=CC=2)(C2C=CC=CC=2)C2C=CC=CC=2)(C2C=CC=CC=2)C2C=CC=CC=2)=CC=1>[NH2:54][C:55]1[N:60]=[C:59]([C:61]2[CH:62]=[C:63]3[C:64]([C:65]([NH2:66])=[N:79][NH:80]3)=[CH:67][CH:68]=2)[CH:58]=[C:57]([N:70]2[CH2:75][CH2:74][O:78][CH2:72][C@H:71]2[CH2:76][CH3:77])[N:56]=1 |f:2.3,6.7,^1:93,95,114,133|. Procedure: Into a 25 mL sealable tube under nitrogen were combined 4-chloro-6-[(3R)-3-ethyl-4-morpholinyl]-2-pyrimidinamine (140 mg, 0.58 mmol) and (4-cyano-3-fluorophenyl)boronic acid (0.114 g, 0.69 mmol) in 1,4-dioxane (9 mL). Saturated aqueous NaHCO3 (3 mL) was added, and the resulting mixture was degassed with nitrogen for 10 minutes. Pd(Ph3P)4 (0.76 g, 0.066 mmol) was added, the vessel was sealed, and the reaction mixture was stirred at 100° C. for 3 hours. The reaction was cooled to room temperature,... The reactants are CN1CCNCCC1 (1-methyl homopiperazine), CCN(C(C)C)C(C)C (DIEA), C(C1=CC=CC=C1)(=O)O (benzoic acid), C=1C=CC2=C(C1)N=NN2O (HOBt), CCN=C=NCCCN(C)C (EDCI). Reaction SMILES: [C:1](O)(=[O:8])[C:2]1C=CC=CC=1.[CH:10]1[CH:11]=[CH:12][C:13]2N(O)N=[N:16][C:14]=2[CH:15]=1.CCN=C=NCCCN(C)C.CN1CCCNCC1.CCN(C(C)C)C(C)C>CN(C=O)C.O>[NH:16]1[C:14]2[C:13](=[CH:12][CH:11]=[CH:10][CH:15]=2)[CH2:2][C:1]1=[O:8]. Procedure: To a solution of (E)-3-(5-chloro-2-oxoindolin-3-ylidene)methyl)furan-2-yl)benzoic acid (541 mg, 1.48 mmol) and HOBt (400 mg, 2.96 mmol) in DMF (2 mL) was added EDCI (565 mg, 2.96 mmol). The reaction was stirred at rt for 10 min and then added 1-methyl homopiperazine (0.734 mL, 5.92 mmol) followed by DIEA (1 mL). The reaction mixture was stirred at rt for 1 h and diluted with H2O (10 mL). The mixture was extracted with EtOAc, dried over Na2SO4 and concentrated. The crude was purified by preparati... Solvent: O (H2O), CN(C)C=O (DMF). The product is N1C(CC2=CC=CC=C12)=O (indolin-2-one). Run at time 10 minute. Starting materials: N12CCC(CC1)(C2)C(O)(C2=CC=CC=C2)C2=CC=CC=C2 (1-azabicyclo[2.2.1]hept-4-yl(diphenyl)methanol), BrC (bromomethane). Run in CC#N (CH3CN). Product: [Br-].OC(C12CC[N+](CC1)(C2)C)(C2=CC=CC=C2)C2=CC=CC=C2 (4-[hydroxy(diphenyl)methyl]-1-methyl-1-azoniabicyclo[2.2.1]heptane bromide). The yield is 65.7%. As a reaction SMILES: [N:1]12[CH2:7][C:4]([C:8]([C:16]3[CH:21]=[CH:20][CH:19]=[CH:18][CH:17]=3)([C:10]3[CH:15]=[CH:14][CH:13]=[CH:12][CH:11]=3)[OH:9])([CH2:5][CH2:6]1)[CH2:3][CH2:2]2.[Br:22][CH3:23]>CC#N>[Br-:22].[OH:9][C:8]([C:16]1[CH:21]=[CH:20][CH:19]=[CH:18][CH:17]=1)([C:10]1[CH:15]=[CH:14][CH:13]=[CH:12][CH:11]=1)[C:4]12[CH2:7][N+:1]([CH3:23])([CH2:6][CH2:5]1)[CH2:2][CH2:3]2 |f:3.4|. Reported procedure: Following the general procedure outlined in Example 2, 1-azabicyclo[2.2.1]hept-4-yl(diphenyl)methanol (30.0 mg, 0.107 mmol) and bromomethane (0.09 mL, 0.18 mmol) in 2 CH3CN/3 CHCl3 (2.5 mL) were reacted to give the desired product (26.3 mg, 65%). EI-MS m/z 294 (M+) Rt (1.30 min). Reactants: BrCC(=O)OCC (ethyl bromoacetate), [OH-].[Na+] (sodium hydroxide), S(=O)(=O)(O)[O-].C(CCC)[NH3+] (butylammonium hydrogen sulphate), OCC1CN(CCC1)C(=O)OC(C)(C)C (tert-butyl rac 3-hydroxymethyl-piperidine-1-carboxylate), ice water. The solvent is C1(=CC=CC=C1)C (toluene). Conditions: temperature 15 celsius. Yields the product C(=O)(O)COCC1CN(CCC1)C(=O)OC(C)(C)C (tert-butyl rac-3-carboxymethoxymethyl-piperidine-1-carboxylate). As a reaction SMILES: [OH-].[Na+].S([O-])(O)(=O)=O.C([NH3+])CCC.[OH:13][CH2:14][CH:15]1[CH2:20][CH2:19][CH2:18][N:17]([C:21]([O:23][C:24]([CH3:27])([CH3:26])[CH3:25])=[O:22])[CH2:16]1.Br[CH2:29][C:30]([O:32]CC)=[O:31]>C1(C)C=CC=CC=1>[C:30]([CH2:29][O:13][CH2:14][CH:15]1[CH2:20][CH2:19][CH2:18][N:17]([C:21]([O:23][C:24]([CH3:27])([CH3:26])[CH3:25])=[O:22])[CH2:16]1)([OH:32])=[O:31] |f:0.1,2.3|. Reported procedure: 200 ml of 50% sodium hydroxide solution and 1 g of butylammonium hydrogen sulphate are added to a solution of 21.5 g of tert-butyl rac 3-hydroxymethyl-piperidine-1-carboxylate [K. Hilpert et al., J. Med. Chem., 37: 3889 (1994); EP 0 468 231] in 200 ml of toluene. The 2-phase mixture is cooled to 15° C. and treated with 30 ml of ethyl bromoacetate while stirring vigorously. After stirring at room temperature for 2.5 hours the reaction mixture is poured on to ice-water and extracted twice with eth... Starting materials: FS(=O)(=O)OC (methyl fluorosulfonate), COC1=CC=C(CS[C@H]2C[C@H]3C(N(CCN3C2)C)=O)C=C1 ((6S, 8S)-8-(4-methoxybenzylthio)-4-methyl-5-oxo-1,4-diazabicyclo-[4.3.0]nonane). Run in C(C)OCC (diethyl ether), C(Cl)Cl (methylene chloride). Reaction conditions: time 2 hour. The product is FS(=O)(=O)[O-].C[N+]12CCN(C([C@@H]2C[C@@H](C1)SCC1=CC=C(C=C1)OC)=O)C ((6S, 8S)-1,4-Dimethyl-8-(4-methoxybenzylthio)-5-oxo-4-aza-1-azoniabicyclo[4.3.0]nonane fluorosulfonate). Reaction SMILES: [F:1][S:2]([O:5][CH3:6])(=[O:4])=[O:3].[CH3:7][O:8][C:9]1[CH:27]=[CH:26][C:12]([CH2:13][S:14][C@@H:15]2[CH2:23][N:22]3[C@H:17]([C:18](=[O:25])[N:19]([CH3:24])[CH2:20][CH2:21]3)[CH2:16]2)=[CH:11][CH:10]=1>C(Cl)Cl.C(OCC)C>[F:1][S:2]([O-:5])(=[O:4])=[O:3].[CH3:6][N+:22]12[CH2:23][C@@H:15]([S:14][CH2:13][C:12]3[CH:11]=[CH:10][C:9]([O:8][CH3:7])=[CH:27][CH:26]=3)[CH2:16][C@H:17]1[C:18](=[O:25])[N:19]([CH3:24])[CH2:20][CH2:21]2 |f:4.5|. Procedure: 461 μl of methyl fluorosulfonate was added, whilst ice-cooling, to a solution of 1.71 g of (6S, 8S)-8-(4-methoxybenzylthio)-4-methyl-5-oxo-1,4-diazabicyclo-[4.3.0]nonane dissolved in 60 ml of methylene chloride, and the mixture was stirred at room temperature for 2 hours. At the end of this time, the mixture was diluted with diethyl ether, and the resulting crystals were collected by filtration and dried under reduced pressure, to afford 2.09 g of the title compound as colorless crystals, meltin... Starting materials: Nc1nc(Cl)cc(Cl)n1, Cl, Cc1c[nH]c2nccc(Nc3c(F)cc(N)cc3F)c12, [Na+], [OH-], O. The product is Cc1c[nH]c2nccc(Nc3c(F)cc(Nc4cc(Cl)nc(N)n4)cc3F)c12. As a reaction SMILES: [Cl:21][c:22]1[n:23][c:24]([NH2:29])[n:25][c:26]([Cl:28])[cH:27]1.[ClH:30].[F:1][c:2]1[c:3]([NH:10][c:11]2[c:12]3[c:13]([n:14][cH:15][cH:16]2)[nH:17][cH:18][c:19]3[CH3:20])[c:4]([F:9])[cH:5][c:6]([NH2:8])[cH:7]1.[Na+:32].[OH-:31].[OH2:33]>>[F:1][c:2]1[c:3]([NH:10][c:11]2[c:12]3[c:13]([n:14][cH:15][cH:16]2)[nH:17][cH:18][c:19]3[CH3:20])[c:4]([F:9])[cH:5][c:6]([NH:8][c:26]2[n:25][c:24]([NH2:29])[n:23][c:22]([Cl:21])[cH:27]2)[cH:7]1. Starting materials: CCC(CC)=O (3-pentanone), C(C=C)N (allylamine), [BH-](OC(=O)C)(OC(=O)C)OC(=O)C.[Na+] (NaBH(OAc)3). Solvent: ClCCCl (1,2-dichloroethane). Conditions: time 8 hour. The product is C(C=C)NC(CC)CC (Allyl-(1-ethyl-propyl)-amine). As a reaction SMILES: [CH3:1][CH2:2][C:3](=O)[CH2:4][CH3:5].[CH2:7]([NH2:10])[CH:8]=[CH2:9].[BH-](OC(C)=O)(OC(C)=O)OC(C)=O.[Na+]>ClCCCl>[CH2:7]([NH:10][CH:3]([CH2:4][CH3:5])[CH2:2][CH3:1])[CH:8]=[CH2:9] |f:2.3|. Procedure details: To a solution of 3-pentanone (1 g, 11.61 mmol) in anhydrous 1,2-dichloroethane (45 ml) is added allylamine (0.872 ml, 11.61 mmol) followed by NaBH(OAc)3 (3.44 g, 16.254 mmol) at ambient temperature and under nitrogen. The reaction is stirred at room temperature overnight. The reaction mixture is quenched with 1N NaOH and extracted with dichloromethane. The extract is dried over Na2SO4 and concentrated in vacuo to allyl-(1-ethyl-propyl)-amine